From a dataset of the Open Reaction Database (ORD), a public repository of structured organic reaction records. describe an organic reaction: reactants, conditions, products, and yield Starting materials: NaHB(OAc)3, C(=O)C1=CC=C(C(=O)OCOC(=O)N2C=C(C3=CC=CC=C23)CC(C)(C(NC(C)C2=CC=CC=C2)=O)NC(=O)OCC=2OC3=C(C2)C=CC=C3)C=C1 (3-[2-(Benzofuran-2-ylmethoxycarbonylamino)-2-(1-phenyl-ethylcarbamoyl)-propyl]-indole-1-carboxylic acid 4-formylbenzoyloxymethyl ester), OCCNCCO (bis(2-hydroxyethyl)amine), C(C)(=O)O (acetic acid), ClCCl (dichloromethane). Run at time 30 minute. Product: Cl.OCCN(CCO)CC1=CC=C(C(=O)OCOC(=O)N2C=C(C3=CC=CC=C23)CC(C)(C(NC(C)C2=CC=CC=C2)=O)NC(=O)OCC=2OC3=C(C2)C=CC=C3)C=C1 (3-[2-(Benzofuran-2-ylmethoxycarbonylamino)-2-(1-phenyl-ethylcarbamoyl)-propyl]-indole-1-carboxylic acid 4-{[bis-(2-hydroxy-ethyl)-amino]-methyl}-benzoyloxymethyl ester monohydrochloride salt). Yield: 42.0%. As a reaction SMILES: [CH:1]([C:3]1[CH:52]=[CH:51][C:6]([C:7]([O:9][CH2:10][O:11][C:12]([N:14]2[C:22]3[C:17](=[CH:18][CH:19]=[CH:20][CH:21]=3)[C:16]([CH2:23][C:24]([NH:37][C:38]([O:40][CH2:41][C:42]3[O:43][C:44]4[CH:50]=[CH:49][CH:48]=[CH:47][C:45]=4[CH:46]=3)=[O:39])([C:26](=[O:36])[NH:27][CH:28]([C:30]3[CH:35]=[CH:34][CH:33]=[CH:32][CH:31]=3)[CH3:29])[CH3:25])=[CH:15]2)=[O:13])=[O:8])=[CH:5][CH:4]=1)=O.[OH:53][CH2:54][CH2:55][NH:56][CH2:57][CH2:58][OH:59].C(O)(=O)C.[Cl:64]CCl>>[ClH:64].[OH:53][CH2:54][CH2:55][N:56]([CH2:1][C:3]1[CH:4]=[CH:5][C:6]([C:7]([O:9][CH2:10][O:11][C:12]([N:14]2[C:22]3[C:17](=[CH:18][CH:19]=[CH:20][CH:21]=3)[C:16]([CH2:23][C:24]([NH:37][C:38]([O:40][CH2:41][C:42]3[O:43][C:44]4[CH:50]=[CH:49][CH:48]=[CH:47][C:45]=4[CH:46]=3)=[O:39])([C:26](=[O:36])[NH:27][CH:28]([C:30]3[CH:31]=[CH:32][CH:33]=[CH:34][CH:35]=3)[CH3:29])[CH3:25])=[CH:15]2)=[O:13])=[O:8])=[CH:51][CH:52]=1)[CH2:57][CH2:58][OH:59] |f:4.5|. Reported procedure: NaHB(OAc)3 (0.212 g, 1.0 mmol, 1.4 eq.) was added in three equal portions in 10 minutes to a cloudy solution of compound 19 (0.5 g, 0.713 mmol), bis(2-hydroxyethyl)amine (0.15 g, 1.43 mmol, 2.0 eq.) and acetic acid (0.04 mL, 0.71 mmol, 1.0 eq.) in dry dichloromethane (15 mL) under N2 in an ice bath. The reaction was stirred in ice bath for 30 minutes and room temperature for 40 hours to give a white suspension. The reaction was worked up and purified as above to give compound 20g (0.24 g, 42%) a... The reactants are [OH-].[Na+] (NaOH), N1(N=CC2=NC=CC=C21)C(C)=O (Pyrazolo[4,3-b]pyridin-1-yl-ethanone), Cl (HCl). Solvent: O (water), C1CCOC1.CO (THF MeOH). Conditions: time 30 minute. Product: N1N=CC2=NC=CC=C21 (1H-pyrazolo[4,3-b]pyridine). Isolated yield 95.5%. RXN SMILES: [N:1]1(C(=O)C)[C:9]2[C:4](=[N:5][CH:6]=[CH:7][CH:8]=2)[CH:3]=[N:2]1.[OH-].[Na+].Cl>C1COCC1.CO.O>[NH:1]1[C:9]2[C:4](=[N:5][CH:6]=[CH:7][CH:8]=2)[CH:3]=[N:2]1 |f:1.2,4.5|. Reported procedure: Pyrazolo[4,3-b]pyridin-1-yl-ethanone (973 mg, 6.04 mmol) was dissolved in THF/MeOH (1:1, 16 mL) and 10% NaOH (1.8 mL) was added. The reaction mixture was stirred at room temperature for 30 min then neutralized with 1.0 M HCl, diluted with water and extracted with EtOAc (2×). The combined organics were washed with brine then dried over MgSO4 and concentrated to afford 687 mg (96%) of 1H-pyrazolo[4,3-b]pyridine as a light yellow solid. 1H NMR (DMSO-d6, 300 MHz): δ (ppm) 13.29 (br. s., 1H), 8.50 (d... The product is C(C)(C)(C)OC(NC1=C(C=C(C=C1)C1=C(C=CC=C1)F)NC(CC(=O)C1=CC(=CC=C1)[N+](=O)[O-])=O)=O ({2′-Fluoro-3-[3-(3-nitro-phenyl)-3-oxo-propionylamino]-biphenyl-4-yl}-carbamic acid tert.-butyl ester). As a reaction SMILES: [C:1]([O:5][C:6](=[O:22])[NH:7][C:8]1[CH:13]=[CH:12][C:11]([C:14]2[CH:19]=[CH:18][CH:17]=[CH:16][C:15]=2[F:20])=[CH:10][C:9]=1[NH2:21])([CH3:4])([CH3:3])[CH3:2].CC1(C)[O:29][C:28](=O)[CH:27]=[C:26]([C:31]2[CH:36]=[CH:35][CH:34]=[C:33]([N+:37]([O-:39])=[O:38])[CH:32]=2)[O:25]1>>[C:1]([O:5][C:6](=[O:22])[NH:7][C:8]1[CH:13]=[CH:12][C:11]([C:14]2[CH:19]=[CH:18][CH:17]=[CH:16][C:15]=2[F:20])=[CH:10][C:9]=1[NH:21][C:28](=[O:29])[CH2:27][C:26]([C:31]1[CH:36]=[CH:35][CH:34]=[C:33]([N+:37]([O-:39])=[O:38])[CH:32]=1)=[O:25])([CH3:4])([CH3:2])[CH3:3]. Reported procedure: Prepared from (3-amino-2′-fluoro-biphenyl-4-yl)-carbamic acid tert.-butyl ester (Example G37) and 2,2-dimethyl-6-(3-nitro-phenyl)-[1,3]dioxin-4-one (Example J12) according to the general procedure K. Obtained as a yellow solid (113 mg). Reactants: C(C)(C)(C)OC(NC1=C(C=C(C=C1)C1=C(C=CC=C1)F)N)=O ((3-amino-2′-fluoro-biphenyl-4-yl)-carbamic acid tert.-butyl ester), CC1(OC(=CC(O1)=O)C1=CC(=CC=C1)[N+](=O)[O-])C (2,2-dimethyl-6-(3-nitro-phenyl)-[1,3]dioxin-4-one). Reactants: ClC1=CC2=C(N(C(N2)=S)C2CCN(CC2)CCCN2C(NC3=C2C=CC=C3)=O)C=C1 (1-{3-[4-(5-chloro-2,3-dihydro-2-thioxo-1H-benzimidazol-1-yl)-1-piperidinyl]propyl}-1,3-dihydro-2H-benzimidazol-2-one), IC (iodomethane), C[O-].[Na+] (sodium methanolate). Solvent: CO (methanol). Reaction conditions: time 8 hour. The product is ClC1=CC2=C(N(C(=N2)SC)C2CCN(CC2)CCCN2C(NC3=C2C=CC=C3)=O)C=C1 (1-[3-{4-[5-chloro-2-(methylthio)-1H-benzimidazol-1-yl]-1-piperidinyl}propyl]-1,3-dihydro-2H-benzimidazol-2-one). As a reaction SMILES: [Cl:1][C:2]1[CH:30]=[CH:29][C:5]2[N:6]([CH:10]3[CH2:15][CH2:14][N:13]([CH2:16][CH2:17][CH2:18][N:19]4[C:23]5[CH:24]=[CH:25][CH:26]=[CH:27][C:22]=5[NH:21][C:20]4=[O:28])[CH2:12][CH2:11]3)[C:7](=[S:9])[NH:8][C:4]=2[CH:3]=1.I[CH3:32].C[O-].[Na+]>CO>[Cl:1][C:2]1[CH:30]=[CH:29][C:5]2[N:6]([CH:10]3[CH2:15][CH2:14][N:13]([CH2:16][CH2:17][CH2:18][N:19]4[C:23]5[CH:24]=[CH:25][CH:26]=[CH:27][C:22]=5[NH:21][C:20]4=[O:28])[CH2:12][CH2:11]3)[C:7]([S:9][CH3:32])=[N:8][C:4]=2[CH:3]=1 |f:2.3|. Procedure details: A mixture of 2.21 parts of 1-{3-[4-(5-chloro-2,3-dihydro-2-thioxo-1H-benzimidazol-1-yl)-1-piperidinyl]propyl}-1,3-dihydro-2H-benzimidazol-2-one, 0.71 parts of iodomethane, 0.28 parts of sodium methanolate and 40 parts of methanol is stirred overnight at room temperature. The reaction mixture is evaporated. The residue is stirred with water and the product is extracted with trichloromethane. The extract is dried, filtered and evaporated. The residue is crystallized from 4-methyl-2-pentanone. The ...